This data is from the Open Reaction Database (ORD), a public repository of structured organic reaction records. The task is: describe an organic reaction: reactants, conditions, products, and yield Reactants: C(CCC)C=1N(C(N(N1)C1=C(C=CC(=C1)[N+](=O)[O-])C(F)(F)F)=O)CC1=CC=C(C=C1)C1=C(C=CC=C1)S(NC(C)(C)C)(=O)=O (5-n-butyl-4-[[2'-(N-t-butylsulfamoyl)-biphenyl-4-yl]methyl]-2,4-dihydro-2-[5-nitro-2-(trifluoromethyl)phenyl]-3H-1,2,4-triazol-3-one), FC(C(=O)O)(F)F (trifluoroacetic acid), C1(=CC=CC=C1)OC (anisole). The product is C(CCC)C=1N(C(N(N1)C1=C(C=CC(=C1)[N+](=O)[O-])C(F)(F)F)=O)CC1=CC=C(C=C1)C1=C(C=CC=C1)S(N)(=O)=O (5-n-Butyl-2,4-dihydro-2-[5-nitro-2-(trifluoromethyl)phenyl]-4-[(2'-sulfamoylbiphenyl-4-yl)methyl]-3H-1,2,4-triazol-3-one), product. The yield is 79.0%. Reaction SMILES: [CH2:1]([C:5]1[N:6]([CH2:24][C:25]2[CH:30]=[CH:29][C:28]([C:31]3[CH:36]=[CH:35][CH:34]=[CH:33][C:32]=3[S:37](=[O:44])(=[O:43])[NH:38]C(C)(C)C)=[CH:27][CH:26]=2)[C:7](=[O:23])[N:8]([C:10]2[CH:15]=[C:14]([N+:16]([O-:18])=[O:17])[CH:13]=[CH:12][C:11]=2[C:19]([F:22])([F:21])[F:20])[N:9]=1)[CH2:2][CH2:3][CH3:4].FC(F)(F)C(O)=O.C1(OC)C=CC=CC=1>>[CH2:1]([C:5]1[N:6]([CH2:24][C:25]2[CH:30]=[CH:29][C:28]([C:31]3[CH:36]=[CH:35][CH:34]=[CH:33][C:32]=3[S:37](=[O:44])(=[O:43])[NH2:38])=[CH:27][CH:26]=2)[C:7](=[O:23])[N:8]([C:10]2[CH:15]=[C:14]([N+:16]([O-:18])=[O:17])[CH:13]=[CH:12][C:11]=2[C:19]([F:20])([F:22])[F:21])[N:9]=1)[CH2:2][CH2:3][CH3:4]. Reported procedure: The title compound was prepared from 5-n-butyl-4-[[2'-(N-t-butylsulfamoyl)-biphenyl-4-yl]methyl]-2,4-dihydro-2-[5-nitro-2-(trifluoromethyl)phenyl]-3H-1,2,4-triazol-3-one (from Step C) by reaction with trifluoroacetic acid in the presence of anisole according to the method of Example 28, Step G. Flash chromatography on silica gel (elution with 0.3% MeOH in CH2Cl2) yielded 60 mg (79%) of the product, homogeneous by TLC in 95:5 CH2Cl2 --MeOH; mass spectrum (FAB) m/e 576 (M+1)+. Reactants: CCOC(=O)C(O)CCCCC1CCN(C(=O)OCc2ccccc2)CC1, CCOC(C)=O, O, O=S(Cl)Cl, c1ccncc1. The product is CCOC(=O)C(Cl)CCCCC1CCN(C(=O)OCc2ccccc2)CC1. As a reaction SMILES: [CH2:1]([c:2]1[cH:3][cH:4][cH:5][cH:6][cH:7]1)[O:8][C:9](=[O:10])[N:11]1[CH2:12][CH2:13][CH:14]([CH2:17][CH2:18][CH2:19][CH2:20][CH:21]([C:22](=[O:23])[O:24][CH2:25][CH3:26])[OH:27])[CH2:15][CH2:16]1.[CH3:33][CH2:34][O:35][C:36](=[O:37])[CH3:38].[OH2:32].[S:28]([Cl:29])([Cl:30])=[O:31].[cH:39]1[cH:40][cH:41][n:42][cH:43][cH:44]1>>[CH2:1]([c:2]1[cH:3][cH:4][cH:5][cH:6][cH:7]1)[O:8][C:9](=[O:10])[N:11]1[CH2:12][CH2:13][CH:14]([CH2:17][CH2:18][CH2:19][CH2:20][CH:21]([C:22](=[O:23])[O:24][CH2:25][CH3:26])[Cl:30])[CH2:15][CH2:16]1. The reactants are Cl.NCC1CC(CC2=C(C(=CC=C12)OC)OC)C1CCCCC1 (1-Aminomethyl-3-cyclohexyl-5,6-dimethoxy-1,2,3,4-tetrahydronaphthalene hydrochloride), CO (methanol), B(Br)(Br)Br (Boron tribromide), solution. Solvent: C(Cl)Cl (methylene chloride), C(Cl)Cl (methylene chloride). Reaction conditions: time 1 hour. Yields the product Br.NCC1CC(CC2=C(C(=CC=C12)O)O)C1CCCCC1 (1-aminomethyl-3-cyclohexyl-5,6-dihydroxy-1,2,3,4-tetrahydronaphthalene hydrobromide). The yield is 65.0%. RXN SMILES: Cl.[NH2:2][CH2:3][CH:4]1[C:13]2[C:8](=[C:9]([O:16]C)[C:10]([O:14]C)=[CH:11][CH:12]=2)[CH2:7][CH:6]([CH:18]2[CH2:23][CH2:22][CH2:21][CH2:20][CH2:19]2)[CH2:5]1.B(Br)(Br)[Br:25].CO>C(Cl)Cl>[BrH:25].[NH2:2][CH2:3][CH:4]1[C:13]2[C:8](=[C:9]([OH:16])[C:10]([OH:14])=[CH:11][CH:12]=2)[CH2:7][CH:6]([CH:18]2[CH2:19][CH2:20][CH2:21][CH2:22][CH2:23]2)[CH2:5]1 |f:0.1,5.6|. Reported procedure: [1 R, 3 S]1-Aminomethyl-3-cyclohexyl-5,6-dimethoxy-1,2,3,4-tetrahydronaphthalene hydrochloride (0.7 g, 2.3 mmol), from Step 1, was suspended in 20 mL of methylene chloride at -78° C. Boron tribromide (9.7 mL of a 1M solution in methylene chloride, 9.7 mmol) was added and the reaction mixture was allowed to warm to ambient temperature. After stirring at ambient temperature for 1 h, the reaction mixture was cooled to -78° C. and 10 mL of methanol was added. The reaction mixture was again allowed t... The reactants are CC(C)(C)OC(=O)N1CCNC(=O)C1, CC(C)(C)[O-], Cc1ccc(S(=O)(=O)OCCF)cc1, CN(C)C=O. Product: CC(C)(C)OC(=O)N1CCN(CCF)C(=O)C1. As a reaction SMILES: [C:1]([CH3:2])([CH3:3])([CH3:4])[O:5][C:6](=[O:7])[N:8]1[CH2:9][C:10](=[O:14])[NH:11][CH2:12][CH2:13]1.[CH3:15][C:16]([CH3:17])([O-:18])[CH3:19].[CH3:20][c:21]1[cH:22][cH:23][c:24]([S:25]([O:26][CH2:31][CH2:32][F:33])(=[O:27])=[O:28])[cH:29][cH:30]1.[O:34]=[CH:35][N:36]([CH3:37])[CH3:38]>>[C:1]([CH3:2])([CH3:3])([CH3:4])[O:5][C:6](=[O:7])[N:8]1[CH2:9][C:10](=[O:14])[N:11]([CH2:31][CH2:32][F:33])[CH2:12][CH2:13]1.